From a dataset of the Open Reaction Database (ORD), a public repository of structured organic reaction records. describe an organic reaction: reactants, conditions, products, and yield Starting materials: OC=1C=C(C=O)C=CC1O (3,4-dihydroxybenzaldehyde), C(#N)CC(=O)NN (cyanoacethydrazide). The reagents and catalysts are N1CCCCC1 (piperidine). Run in C(C)O (ethanol). The product is OC=1C=C(C=C(C(=O)NN)C#N)C=CC1O (3,4-Dihydroxybenzylidenecyanoacethydrazide). Isolated yield 50.2%. RXN SMILES: [OH:1][C:2]1[CH:3]=[C:4]([CH:7]=[CH:8][C:9]=1[OH:10])[CH:5]=O.[C:11]([CH2:13][C:14]([NH:16][NH2:17])=[O:15])#[N:12]>C(O)C.N1CCCCC1>[OH:1][C:2]1[CH:3]=[C:4]([CH:7]=[CH:8][C:9]=1[OH:10])[CH:5]=[C:13]([C:11]#[N:12])[C:14]([NH:16][NH2:17])=[O:15]. Reported procedure: To 0.69 g (5 mmol) 3,4-dihydroxybenzaldehyde and 0.55 g (5.5 mmol) cyanoacethydrazide in 40 ml ethanol was added 2 drops piperidine. After 2½ hours of reflux, the reaction mixture was cooled, filtered and washed with cold ethanol to give 0.55 g (50% yield) of product, an orange solid, m.p. 220° C. (decomposition). Reactants: CC(C(=O)OCN1C2=NC(=NC(=C2N=C1)Cl)SC)(C)C (6-Chloro-2-methylthiopurin-9-ylmethyl 2,2-dimethylpropionate), [OH-].[Na+] (NaOH). The solvent is CC(C)O (i-PrOH), C1CCOC1 (THF). Run at time 12 hour. Yields the product ClC1=C2NC=NC2=NC(=N1)SC (6-Chloro-2-methylthiopurine). Isolated yield 55.8%. RXN SMILES: CC(C)(C)C(OC[N:7]1[CH:15]=[N:14][C:13]2[C:8]1=[N:9][C:10]([S:17][CH3:18])=[N:11][C:12]=2[Cl:16])=O.[OH-].[Na+]>CC(O)C.C1COCC1>[Cl:16][C:12]1[N:11]=[C:10]([S:17][CH3:18])[N:9]=[C:8]2[C:13]=1[NH:14][CH:15]=[N:7]2 |f:1.2|. Procedure: To a solution of 6-chloro-2-methylthiopurin-9-ylmethyl 2,2-dimethylpropionate (82) (0.314 g, 1 mmol) in i-PrOH (10 mL) and THF (25 mL) was added 2N aq NaOH (2 mL) and the resulting reaction mixture was stirred at room temperature for 12 hr. The reaction mixture was concentrated under reduced pressure and the residue obtained was purified by silica gel column chromatography (AcOEt/petroleum ether=3/7) which afforded 83 (0.112 g, 56%): 1H NMR (DMSO-d6, 300 MHz) δ 8.54 (s, 1H), 2.58 (s, 3H) MS (m/e...